This data is from the Open Reaction Database (ORD), a public repository of structured organic reaction records. The task is: describe an organic reaction: reactants, conditions, products, and yield The reactants are C(C)(=O)N1CCC2=CC(=CC(=C12)[N+](=O)[O-])CC(C)Br (1-acetyl-5-(2-bromopropyl)-7-nitroindoline). Reagents/catalysts: [Pt]=O (platinum oxide). The solvent is C(C)O (ethanol). Run at time 4 hour. Yields the product C(C)(=O)N1CCC2=CC(=CC(=C12)N)CC(C)Br (1-acetyl-7-amino-5-(2-bromopropyl)indoline). Yield: 99.1%. Reaction SMILES: [C:1]([N:4]1[C:12]2[C:7](=[CH:8][C:9]([CH2:16][CH:17]([Br:19])[CH3:18])=[CH:10][C:11]=2[N+:13]([O-])=O)[CH2:6][CH2:5]1)(=[O:3])[CH3:2]>C(O)C.[Pt]=O>[C:1]([N:4]1[C:12]2[C:7](=[CH:8][C:9]([CH2:16][CH:17]([Br:19])[CH3:18])=[CH:10][C:11]=2[NH2:13])[CH2:6][CH2:5]1)(=[O:3])[CH3:2]. Reported procedure: To a solution of 1-acetyl-5-(2-bromopropyl)-7-nitroindoline (50 g) in ethanol (1.5 l) was added platinum oxide (2.5 g), and the mixture was stirred at room temperature for 4 hours under an atmosphere of hydrogen. After the catalyst was filtered off, the filtrate was evaporated under reduced pressure to give 45 g of 1-acetyl-7-amino-5-(2-bromopropyl)indoline. Product: CCCN1CCN(c2cc(-c3ccc(Sc4ccccc4OC)c(C(F)(F)F)c3)ccn2)CC1. As a reaction SMILES: [CH2:33]([CH2:34][CH3:35])[N:36]1[CH2:37][CH2:38][NH:39][CH2:40][CH2:41]1.[Cl:1][c:2]1[n:3][cH:4][cH:5][c:6](-[c:8]2[cH:9][c:10]([C:23]([F:24])([F:25])[F:26])[c:11]([S:14][c:15]3[c:16]([O:21][CH3:22])[cH:17][cH:18][cH:19][cH:20]3)[cH:12][cH:13]2)[cH:7]1.[OH:27][CH:28]1[CH2:29][CH2:30][NH:31][CH2:32]1>>[c:2]1([N:39]2[CH2:38][CH2:37][N:36]([CH2:33][CH2:34][CH3:35])[CH2:41][CH2:40]2)[n:3][cH:4][cH:5][c:6](-[c:8]2[cH:9][c:10]([C:23]([F:24])([F:25])[F:26])[c:11]([S:14][c:15]3[c:16]([O:21][CH3:22])[cH:17][cH:18][cH:19][cH:20]3)[cH:12][cH:13]2)[cH:7]1. Starting materials: CCCN1CCNCC1, COc1ccccc1Sc1ccc(-c2ccnc(Cl)c2)cc1C(F)(F)F, OC1CCNC1. The reactants are CC(C)N, O=C(c1ccc(F)cc1)c1ccc(Cl)c([N+](=O)[O-])c1, O. Product: CC(C)Nc1ccc(C(=O)c2ccc(F)cc2)cc1[N+](=O)[O-]. Reaction SMILES: [CH3:20][CH:21]([CH3:22])[NH2:23].[Cl:1][c:2]1[c:3]([N+:17](=[O:18])[O-:19])[cH:4][c:5]([C:8](=[O:9])[c:10]2[cH:11][cH:12][c:13]([F:16])[cH:14][cH:15]2)[cH:6][cH:7]1.[OH2:24]>>[c:2]1([NH:23][CH:21]([CH3:20])[CH3:22])[c:3]([N+:17](=[O:18])[O-:19])[cH:4][c:5]([C:8](=[O:9])[c:10]2[cH:11][cH:12][c:13]([F:16])[cH:14][cH:15]2)[cH:6][cH:7]1. The reactants are BrB(Br)Br, COc1c(Br)cc(C(=O)N2CCOc3ncc(-c4cccnc4)cc32)cc1Br, CCCCCC, ClCCl. Product: O=C(c1cc(Br)c(O)c(Br)c1)N1CCOc2ncc(-c3cccnc3)cc21. Reaction SMILES: [B:29]([Br:30])([Br:31])[Br:32].[Br:1][c:2]1[cH:3][c:4]([C:11](=[O:12])[N:13]2[c:14]3[c:15]([n:19][cH:20][c:21](-[c:23]4[cH:24][n:25][cH:26][cH:27][cH:28]4)[cH:22]3)[O:16][CH2:17][CH2:18]2)[cH:5][c:6]([Br:10])[c:7]1[O:8][CH3:9].[CH3:36][CH2:37][CH2:38][CH2:39][CH2:40][CH3:41].[Cl:33][CH2:34][Cl:35]>>[Br:1][c:2]1[cH:3][c:4]([C:11](=[O:12])[N:13]2[c:14]3[c:15]([n:19][cH:20][c:21](-[c:23]4[cH:24][n:25][cH:26][cH:27][cH:28]4)[cH:22]3)[O:16][CH2:17][CH2:18]2)[cH:5][c:6]([Br:10])[c:7]1[OH:8]. Starting materials: CC(C)(C)OC(=O)NC1CN(C2CCCCC2)c2ccccc2N(CC(=O)C(C)(C)C)C1=O, CCO, Cl, C1COCCO1. The product is CC(C)(C)C(=O)CN1C(=O)C(N)CN(C2CCCCC2)c2ccccc21. As a reaction SMILES: [C:1]([CH3:2])([CH3:3])([CH3:4])[C:5](=[O:6])[CH2:7][N:8]1[C:9](=[O:33])[CH:10]([NH:25][C:26]([O:27][C:28]([CH3:29])([CH3:30])[CH3:31])=[O:32])[CH2:11][N:12]([CH:19]2[CH2:20][CH2:21][CH2:22][CH2:23][CH2:24]2)[c:13]2[c:14]1[cH:15][cH:16][cH:17][cH:18]2.[CH3:34][CH2:35][OH:36].[ClH:43].[O:37]1[CH2:38][CH2:39][O:40][CH2:41][CH2:42]1>>[C:1]([CH3:2])([CH3:3])([CH3:4])[C:5](=[O:6])[CH2:7][N:8]1[C:9](=[O:33])[CH:10]([NH2:25])[CH2:11][N:12]([CH:19]2[CH2:20][CH2:21][CH2:22][CH2:23][CH2:24]2)[c:13]2[c:14]1[cH:15][cH:16][cH:17][cH:18]2. Yields the product ClC=1C=C2C=C(C(=NC2=CC1Cl)Br)CP(=O)(OC)OC (6,7-dichloro-3-dimethylphosphonomethyl-2-bromoquinoline). As a reaction SMILES: [Cl:1][C:2]1[CH:3]=[C:4]2[C:9](=[CH:10][C:11]=1[Cl:12])[N:8]=[C:7]([Br:13])[C:6]([CH2:14]Br)=[CH:5]2.[CH3:16][O:17][P:18]([O:21]C)[O:19][CH3:20]>>[Cl:1][C:2]1[CH:3]=[C:4]2[C:9](=[CH:10][C:11]=1[Cl:12])[N:8]=[C:7]([Br:13])[C:6]([CH2:14][P:18]([O:19][CH3:20])([O:17][CH3:16])=[O:21])=[CH:5]2. Reactants: ClC=1C=C2C=C(C(=NC2=CC1Cl)Br)CBr (6,7-dichloro-2-bromo-3-bromomethylquinoline), COP(OC)OC (trimethylphosphite). Procedure details: A mixture of 6,7-dichloro-2-bromo-3-bromomethylquinoline (0.74 g, 2 mmol) and trimethylphosphite (5 ml) was heated at 80°-90° C. for 2-3h. Then the excess trimethylphosphite was removed in vacuo at 70°-80° C. and the oily residue was made crystalline by treating with hexane-ethyl ether (1:1). The crystalls were collected, washed with toluene and dried in vacuo to give 0.65 g of 6,7-dichloro-3-dimethylphosphonomethyl-2-bromoquinoline. The reactants are COC1=CC2=C(CC(N(CC2)C(CC)Cl)=O)C=C1OC (1-(7,8-dimethoxy-1,3,4,5-tetrahydro-2H-3-benzazepin-2-on-3-yl)-chloro-propane), CNCCC1=CC(=C(C(=C1)OC)OC)OC (N-methyl-N-[2-(3,4,5-trimethoxy-phenyl)-ethyl]-amine). Product: Cl.COC1=CC2=C(CC(N(CC2)CCCN(CCC2=CC(=C(C(=C2)OC)OC)OC)C)=O)C=C1OC (1[7,8-Dimethoxy-1,3,4,5-tetrahydro-2H-3-benzazepin-2-on-3-yl]-3-[N-methyl-N-(2-{3,4,5-trimethoxy-phenyl}-ethyl)-amino]-propane hydrochloride). Reaction SMILES: [CH3:1][O:2][C:3]1[C:18]([O:19][CH3:20])=[CH:17][C:6]2[CH2:7][C:8](=[O:16])[N:9]([CH:12]([Cl:15])[CH2:13][CH3:14])[CH2:10][CH2:11][C:5]=2[CH:4]=1.[CH3:21][NH:22][CH2:23][CH2:24][C:25]1[CH:30]=[C:29]([O:31][CH3:32])[C:28]([O:33][CH3:34])=[C:27]([O:35][CH3:36])[CH:26]=1>>[ClH:15].[CH3:1][O:2][C:3]1[C:18]([O:19][CH3:20])=[CH:17][C:6]2[CH2:7][C:8](=[O:16])[N:9]([CH2:12][CH2:13][CH2:14][N:22]([CH3:21])[CH2:23][CH2:24][C:25]3[CH:26]=[C:27]([O:35][CH3:36])[C:28]([O:33][CH3:34])=[C:29]([O:31][CH3:32])[CH:30]=3)[CH2:10][CH2:11][C:5]=2[CH:4]=1 |f:2.3|. Procedure: This compound was prepared analogous to Example 5(b) by reacting 1-(7,8-dimethoxy-1,3,4,5-tetrahydro-2H-3-benzazepin-2-on-3-yl)-chloro-propane with N-methyl-N-[2-(3,4,5-trimethoxy-phenyl)-ethyl]-amine.